Dataset: the Open Reaction Database (ORD), a public repository of structured organic reaction records. Task: describe an organic reaction: reactants, conditions, products, and yield Starting materials: ClC=1N(C(N(N1)C)=O)C1=C(C=CC=C1)CCl (5-chloro-4-[2-(chloromethyl)phenyl]-2,4-dihydro-2-methyl-3H-1,2,4-triazol-3-one), CC(C)([O-])C.[K+] (potassium t-butoxide), ClC=1C=C(C=CC1Cl)C(=NO)SC (S-methyl 3,4-dichloro-N-hydroxybenzenecarboximidothioate). The solvent is C1CCOC1 (THF), O1CCCC1 (tetrahydrofuran), O (water). Run at time 15 minute. Yields the product ClC=1C=C(C=CC1Cl)C(=NOCC1=C(C=CC=C1)N1C(=NN(C1=O)C)Cl)SC (S-methyl 3,4-dichloro-N-[[2-(3-chloro-1,5-dihydro-1-methyl-5-oxo-4H-1,2,4-triazol-4-yl)phenyl]methoxy]benzenecarboximidothioate). Yield: 96.6%. As a reaction SMILES: [Cl:1][C:2]1[CH:3]=[C:4]([C:9]([S:12][CH3:13])=[N:10][OH:11])[CH:5]=[CH:6][C:7]=1[Cl:8].CC(C)([O-])C.[K+].[Cl:20][C:21]1[N:22]([C:28]2[CH:33]=[CH:32][CH:31]=[CH:30][C:29]=2[CH2:34]Cl)[C:23](=[O:27])[N:24]([CH3:26])[N:25]=1>O1CCCC1.O>[Cl:1][C:2]1[CH:3]=[C:4]([C:9]([S:12][CH3:13])=[N:10][O:11][CH2:34][C:29]2[CH:30]=[CH:31][CH:32]=[CH:33][C:28]=2[N:22]2[C:23](=[O:27])[N:24]([CH3:26])[N:25]=[C:21]2[Cl:20])[CH:5]=[CH:6][C:7]=1[Cl:8] |f:1.2|. Procedure details: The product from Step C (2.07 g) was dissolved in 10 mL of tetrahydrofuran and 10 mL of 1.0 M potassium t-butoxide in THF was added dropwise. After the addition was complete, the mixture was stirred 15 min, and then the title compound of Step E (2.06 g) was added. The reaction mixture was stirred at room temperature overnight, and then diluted with 20 mL of water and extracted with three 30 mL portions of ethyl acetate. The combined organic extracts were dried (MgSO4), filtered, and concentrated... Starting materials: B(Br)(Br)Br (Boron tribromide), COC=1C=C(C=CC1)C1=C(N=CO1)C(=O)N (5-(3-Methoxyphenyl)-4-oxazolecarboxamide), CO (Methanol). The solvent is ClCCl (dichloromethane). Reaction conditions: temperature 0 celsius, time 18 hour. The product is OC=1C=C(C=CC1)C1=C(N=CO1)C(=O)N (5-(3-Hydroxyphenyl)-4-oxazolecarboxamide). Yield: 70.4%. As a reaction SMILES: C[O:2][C:3]1[CH:4]=[C:5]([C:9]2[O:13][CH:12]=[N:11][C:10]=2[C:14]([NH2:16])=[O:15])[CH:6]=[CH:7][CH:8]=1.B(Br)(Br)Br.CO>ClCCl>[OH:2][C:3]1[CH:4]=[C:5]([C:9]2[O:13][CH:12]=[N:11][C:10]=2[C:14]([NH2:16])=[O:15])[CH:6]=[CH:7][CH:8]=1. Reported procedure: 5-(3-Methoxyphenyl)-4-oxazolecarboxamide (1.29 g, 5.9 mmol) was dissolved in dichloromethane (120 mL) and cooled to about 0° C. under N2. Boron tribromide solution (29 mL of 1 M in dichloromethane) was added dropwise and the solution stirred about 18 hours at room temperature. Methanol (10 mL) was added dropwise {caution: reacts vigorously}, and after being stirred 10 min the solution was concentrated onto SiO2 and chromatographed (elution with 20% methanol/ethyl acetate) to give the phenol 848 ... Reaction SMILES: [H-].[Na+].[Cl:3][C:4]1[CH:5]=[C:6]([CH:10]2[C:16]3[CH:17]=[C:18]([C:21]([C:29]4[CH:34]=[CH:33][C:32]([Cl:35])=[CH:31][CH:30]=4)([OH:28])[C:22]4[N:26]([CH3:27])[CH:25]=[N:24][CH:23]=4)[CH:19]=[CH:20][C:15]=3[NH:14][C:13](=[O:36])[CH2:12][S:11]2)[CH:7]=[CH:8][CH:9]=1.Br[CH2:38][CH:39]1[CH2:41][CH2:40]1>CN(C=O)C>[Cl:3][C:4]1[CH:5]=[C:6]([CH:10]2[C:16]3[CH:17]=[C:18]([C:21]([C:29]4[CH:30]=[CH:31][C:32]([Cl:35])=[CH:33][CH:34]=4)([OH:28])[C:22]4[N:26]([CH3:27])[CH:25]=[N:24][CH:23]=4)[CH:19]=[CH:20][C:15]=3[N:14]([CH2:38][CH:39]3[CH2:41][CH2:40]3)[C:13](=[O:36])[CH2:12][S:11]2)[CH:7]=[CH:8][CH:9]=1 |f:0.1|. Conditions: time 30 minute. Product: ClC=1C=C(C=CC1)C1SCC(N(C2=C1C=C(C=C2)C(C2=CN=CN2C)(O)C2=CC=C(C=C2)Cl)CC2CC2)=O (5-(3-chlorophenyl)-7-[(4-chlorophenyl)hydroxy(1-methyl-1H-imidazol-5-yl)methyl]-1-(cyclopropylmethyl)-1,5-dihydro-4,1-benzothiazepin-2(3H)-one). Procedure details: Sodium hydride (0.0016 mol, 60% in oil) was added portionwise at 10° C. to a mixture of 5-(3-chlorophenyl)-7-[(4-chlorophenyl)hydroxy(1-methyl-1H-imidazol-5-yl)methyl]-1,5-dihydro-4,1-benzothiazepin-2(3H)-one (0.0013 mol), obtained in Example B2, in DMF (7 ml). The mixture was stirred for 30 minutes. (Bromomethyl)-cyclopropane (0.0016 mol) was added. The mixture was brought to room temperature, then stirred for 3 hours, poured out into ice water and stirred again for 30 minutes. The precipitate ... Reactants: ice water, [H-].[Na+] (Sodium hydride), ClC=1C=C(C=CC1)C1SCC(NC2=C1C=C(C=C2)C(C2=CN=CN2C)(O)C2=CC=C(C=C2)Cl)=O (5-(3-chlorophenyl)-7-[(4-chlorophenyl)hydroxy(1-methyl-1H-imidazol-5-yl)methyl]-1,5-dihydro-4,1-benzothiazepin-2(3H)-one), BrCC1CC1 ((Bromomethyl)-cyclopropane). Yield: 17.7%. Solvent: CN(C)C=O (DMF). The reactants are OC(=O)C(F)(F)F.NC1=NC(C(N1)=C1CCNC(C=2NC3=CC=C(C=C3C21)Br)=O)=O (5-(2-amino-5-oxo-3,5-dihydro-imidazol-4-ylidene)-7-bromo-3,4,5,10-tetrahydro-2H-azepino[3,4-b]indol-1-one TFA salt), O.O.O.C(C)(=O)[O-].[Na+] (sodium acetate trihydrate). The reagents and catalysts are [Pd] (Pd/C). Solvent: CO (MeOH). Reaction conditions: time 8 hour. Product: NC1=NC(C(N1)=C1CCNC(C=2NC3=CC=CC=C3C21)=O)=O (5-(2-amino-5-oxo-3.5-dihydro-imidazol-4-ylidene)-3,4,5,10-tetrahydro-2H-azepino[3,4-b]indol-1-one). As a reaction SMILES: OC(C(F)(F)F)=O.[NH2:8][C:9]1[NH:13][C:12](=[C:14]2[C:27]3[C:26]4[C:21](=[CH:22][CH:23]=[C:24](Br)[CH:25]=4)[NH:20][C:19]=3[C:18](=[O:29])[NH:17][CH2:16][CH2:15]2)[C:11](=[O:30])[N:10]=1.O.O.O.C([O-])(=O)C.[Na+]>CO.[Pd]>[NH2:8][C:9]1[NH:13][C:12](=[C:14]2[C:27]3[C:26]4[C:21](=[CH:22][CH:23]=[CH:24][CH:25]=4)[NH:20][C:19]=3[C:18](=[O:29])[NH:17][CH2:16][CH2:15]2)[C:11](=[O:30])[N:10]=1 |f:0.1,2.3.4.5.6|. Procedure details: To a solution of 5-(2-amino-5-oxo-3,5-dihydro-imidazol-4-ylidene)-7-bromo-3,4,5,10-tetrahydro-2H-azepino[3,4-b]indol-1-one TFA salt (13 mg, 0.027 mmol), in MeOH (5 mL) is added sodium acetate trihydrate (24 mg, 0.18 mmol) and 10% Pd/C (4.5 mg). It is stirred at room temperature under a hydrogen atmosphere overnight and then the catalyst is removed by filtration. The solution is concentrated and the residue is purified by HPLC (C18 column, eluted with CH3CN/H2O with 0.05% TFA) to give 5-(2-amino-...